Task: describe an organic reaction: reactants, conditions, products, and yield. Dataset: the Open Reaction Database (ORD), a public repository of structured organic reaction records The reactants are C1(=CC=C(C=C1)S(=O)(=O)[O-])C.[NH+]1=CC=CC=C1 (Pyridinium p-toluenesulfonate), C(C)(C)(C)C=1C=C(N(N1)C1=CC(=CC=C1)OCCOC1OCCCC1)NC(=O)N[C@H]1CC[C@H](C2=CC=CC=C12)OC=1C=CC=2N(C1)C(=NN2)N2CCCCC2 (1-(5-tert-Butyl-2-{3-[2-(tetrahydro-pyran-2-yloxy)-ethoxy]-phenyl}-2H-pyrazol-3-yl)-3-[(1S,4R)-4-(3-piperidin-1-yl-[1,2,4]triazolo[4,3-a]pyridin-6-yloxy)-1,2,3,4-tetrahydro-naphthalen-1-yl]-urea). Solvent: CO (MeOH), O (water). Reaction conditions: temperature 40 celsius, time 19 hour. The product is C(C)(C)(C)C=1C=C(N(N1)C1=CC(=CC=C1)OCCO)NC(=O)N[C@H]1CC[C@H](C2=CC=CC=C12)OC=1C=CC=2N(C1)C(=NN2)N2CCCCC2 (1-{5-tert-Butyl-2-[3-(2-hydroxy-ethoxy)-phenyl]-2H-pyrazol-3-yl}-3-[(1S,4R)-4-(3-piperidin-1-yl-[1,2,4]triazolo[4,3-a]pyridin-6-yloxy)-1,2,3,4-tetrahydro-naphthalen-1-yl]-urea). As a reaction SMILES: C1(C)C=CC(S([O-])(=O)=O)=CC=1.[NH+]1C=CC=CC=1.[C:18]([C:22]1[CH:23]=[C:24]([NH:43][C:44]([NH:46][C@@H:47]2[C:56]3[C:51](=[CH:52][CH:53]=[CH:54][CH:55]=3)[C@H:50]([O:57][C:58]3[CH:59]=[CH:60][C:61]4[N:62]([C:64]([N:67]5[CH2:72][CH2:71][CH2:70][CH2:69][CH2:68]5)=[N:65][N:66]=4)[CH:63]=3)[CH2:49][CH2:48]2)=[O:45])[N:25]([C:27]2[CH:32]=[CH:31][CH:30]=[C:29]([O:33][CH2:34][CH2:35][O:36]C3CCCCO3)[CH:28]=2)[N:26]=1)([CH3:21])([CH3:20])[CH3:19]>CO.O>[C:18]([C:22]1[CH:23]=[C:24]([NH:43][C:44]([NH:46][C@@H:47]2[C:56]3[C:51](=[CH:52][CH:53]=[CH:54][CH:55]=3)[C@H:50]([O:57][C:58]3[CH:59]=[CH:60][C:61]4[N:62]([C:64]([N:67]5[CH2:72][CH2:71][CH2:70][CH2:69][CH2:68]5)=[N:65][N:66]=4)[CH:63]=3)[CH2:49][CH2:48]2)=[O:45])[N:25]([C:27]2[CH:32]=[CH:31][CH:30]=[C:29]([O:33][CH2:34][CH2:35][OH:36])[CH:28]=2)[N:26]=1)([CH3:21])([CH3:19])[CH3:20] |f:0.1|. Procedure: Pyridinium p-toluenesulfonate (362 mg, 1.44 mmol) was added to a solution of Intermediate 39c (360 mg, 0.48 mmol) in MeOH (5 mL). The solution was stirred at 40° C. for 19 h, then diluted with water and extracted with DCM (3×20 mL). The combined organics were dried and concentrated in vacuo. The residue was purified by FCC, using 0-7.5% [2M NH3 in MeOH] in DCM, to give the title compound as a white powder after freeze-drying (218 mg, 68%). LCMS (Method 5): Rt 4.22 min, m/z 665 [MH+]. 1H NMR (400... Starting materials: ClC=1C=CC2=C(CNCC=3N2C(=NN3)N3CCC2(CC3)COCC3=CC=CC=C32)C1 (1′-(8-chloro-5,6-dihydro-4H-[1,2,4]triazolo[4,3-a][1,4]benzodiazepin-1-yl)-1H-spiro[isochromene-4,4′-piperidine]), C=O (paraformaldehyde), C(#N)[BH3-].[Na+] (sodium cyanoborohydride). The solvent is CO (methanol). Run at time 18 hour. Yields the product ClC=1C=CC2=C(CN(CC=3N2C(=NN3)N3CCC2(CC3)COCC3=CC=CC=C32)C)C1 (1′-(8-Chloro-5-methyl-5,6-dihydro-4H-[1,2,4]triazolo[4,3-a][1,4]benzodiazepin-1-yl)-1H-spiro[isochromene-4,4′-piperidine]). As a reaction SMILES: [Cl:1][C:2]1[CH:3]=[CH:4][C:5]2[N:11]3[C:12]([N:15]4[CH2:20][CH2:19][C:18]5([C:29]6[C:24](=[CH:25][CH:26]=[CH:27][CH:28]=6)[CH2:23][O:22][CH2:21]5)[CH2:17][CH2:16]4)=[N:13][N:14]=[C:10]3[CH2:9][NH:8][CH2:7][C:6]=2[CH:30]=1.C=O.[C:33]([BH3-])#N.[Na+]>CO>[Cl:1][C:2]1[CH:3]=[CH:4][C:5]2[N:11]3[C:12]([N:15]4[CH2:16][CH2:17][C:18]5([C:29]6[C:24](=[CH:25][CH:26]=[CH:27][CH:28]=6)[CH2:23][O:22][CH2:21]5)[CH2:19][CH2:20]4)=[N:13][N:14]=[C:10]3[CH2:9][N:8]([CH3:33])[CH2:7][C:6]=2[CH:30]=1 |f:2.3|. Procedure details: A mixture of the crude 1′-(8-chloro-5,6-dihydro-4H-[1,2,4]triazolo[4,3-a][1,4]benzodiazepin-1-yl)-1H-spiro[isochromene-4,4′-piperidine] (0.10 g, 0.24 mmol) and paraformaldehyde (0.057 g, 1.9 mmol) in methanol (2 ml) was heated at reflux for 4 h. After cooling to room temperature sodium cyanoborohydride (0.03 g, 0.47 mmol) was added at 0° C. The reaction mixture was allowed to warm to room temperature and stirred for 18 h. Quenching with 1 M aqueous sodium hydroxide solution (30 ml) was followed ... Starting materials: COc1ccc2[nH]c(=O)cc(C)c2c1, O, O=P(Cl)(Cl)Cl. The product is COc1ccc2nc(Cl)cc(C)c2c1. As a reaction SMILES: [CH3:6][O:7][c:8]1[cH:9][c:10]2[c:11]([CH3:19])[cH:12][c:13](=[O:18])[nH:14][c:15]2[cH:16][cH:17]1.[OH2:20].[P:1]([Cl:2])([Cl:3])([Cl:4])=[O:5]>>[Cl:3][c:13]1[cH:12][c:11]([CH3:19])[c:10]2[cH:9][c:8]([O:7][CH3:6])[cH:17][cH:16][c:15]2[n:14]1. Starting materials: CCN=C=NCCCN(C)C, ClCCl, CN(C)c1ccccn1, O=C(O)c1ccc(Cl)cc1NC1CCCCC1N1CCCC1, Cl, CN1C(=O)CCc2ccc(N)cc21. Product: CN1C(=O)CCc2ccc(NC(=O)c3ccc(Cl)cc3NC3CCCCC3N3CCCC3)cc21. As a reaction SMILES: [CH2:2]([N:3]=[C:4]=[N:5][CH2:6][CH2:7][CH2:8][N:9]([CH3:10])[CH3:11])[CH3:12].[CH2:57]([Cl:58])[Cl:59].[CH3:13][N:14]([c:15]1[cH:16][cH:17][cH:18][cH:19][n:20]1)[CH3:21].[Cl:22][c:23]1[cH:24][c:25]([NH:32][CH:33]2[CH:34]([N:39]3[CH2:40][CH2:41][CH2:42][CH2:43]3)[CH2:35][CH2:36][CH2:37][CH2:38]2)[c:26]([C:27](=[O:28])[OH:29])[cH:30][cH:31]1.[ClH:1].[NH2:44][c:45]1[cH:46][cH:47][c:48]2[c:53]([cH:54]1)[N:52]([CH3:55])[C:51](=[O:56])[CH2:50][CH2:49]2>>[Cl:22][c:23]1[cH:24][c:25]([NH:32][CH:33]2[CH:34]([N:39]3[CH2:40][CH2:41][CH2:42][CH2:43]3)[CH2:35][CH2:36][CH2:37][CH2:38]2)[c:26]([C:27](=[O:28])[NH:44][c:45]2[cH:46][cH:47][c:48]3[c:53]([cH:54]2)[N:52]([CH3:55])[C:51](=[O:56])[CH2:50][CH2:49]3)[cH:30][cH:31]1. Starting materials: N1CCCC1 (pyrrolidine), ClC1CCCC=2C=CC=NC12 (8-chloro-5,6,7,8-tetrahydroquinoline), [Cl-].[Na+] (sodium chloride). Solvent: O (water). Reaction conditions: time 7 minute. Product: N1(CCCC1)C1CCCC=2C=CC=NC12 (8-pyrrolidinyl-5,6,7,8-tetrahydroquinoline). As a reaction SMILES: [NH:1]1[CH2:5][CH2:4][CH2:3][CH2:2]1.Cl[CH:7]1[C:16]2[N:15]=[CH:14][CH:13]=[CH:12][C:11]=2[CH2:10][CH2:9][CH2:8]1.[Cl-].[Na+]>O>[N:1]1([CH:7]2[C:16]3[N:15]=[CH:14][CH:13]=[CH:12][C:11]=3[CH2:10][CH2:9][CH2:8]2)[CH2:5][CH2:4][CH2:3][CH2:2]1 |f:2.3|. Procedure: Over a period of 7 minutes with stirring and while allowing it to heat up, 50 ml of pyrrolidine were added to a solution of 20 g of 8-chloro-5,6,7,8-tetrahydroquinoline in 50 ml of water. The temperature reached 57° C. at the end of the introduction and stirring was continued for 1 hour at this temperature. The temperature was then allowed to return to 20° C. and the reaction medium was saturated with sodium chloride and then was extracted with ether. The combined organic phases were dried and t... Starting materials: N1C=CC2=CC(=CC=C12)OC=1C2=C(N=CN1)CN(C2)C(=O)OC(C)(C)C (tert-butyl 4-(1H-indol-5-yloxy)-5H-pyrrolo[3,4-d]pyrimidine-6(7 H)-carboxylate), [H-].[Na+] (NaH), C1(=CC=CC=C1)OC(NC1=NOC(=C1)C1(CC1)C(O[SiH2]C(C)(C)C)(C)C)=O ({5-[1-(tert-Butyl-dimethyl-silanyloxymethyl)-cyclopropyl]-isoxazol-3-yl}-carbamic acid phenyl ester), CCCC[N+](CCCC)(CCCC)CCCC.[F-] (TBAF). Solvent: CN(C)C=O (DMF). Reaction conditions: time 1 hour. The product is C(C)(C)(C)OC(=O)N1CC=2N=CN=C(C2C1)OC=1C=C2C=CN(C2=CC1)C(NC1=NOC(=C1)C1(CC1)CO)=O (4-{1-[5-(1-hydroxymethyl-cyclopropyl)-isoxazol-3-ylcarbamoyl]-1H-indol-5-yloxy}-5,7-dihydro-pyrrolo[3,4-d]pyrimidine-6-carboxylic acid tert-butyl ester). As a reaction SMILES: [NH:1]1[C:9]2[C:4](=[CH:5][C:6]([O:10][C:11]3[C:12]4[CH2:19][N:18]([C:20]([O:22][C:23]([CH3:26])([CH3:25])[CH3:24])=[O:21])[CH2:17][C:13]=4[N:14]=[CH:15][N:16]=3)=[CH:7][CH:8]=2)[CH:3]=[CH:2]1.[H-].[Na+].C1([O:35][C:36](=O)[NH:37][C:38]2[CH:42]=[C:41]([C:43]3([C:46](C)(C)[O:47][SiH2]C(C)(C)C)[CH2:45][CH2:44]3)[O:40][N:39]=2)C=CC=CC=1.CCCC[N+](CCCC)(CCCC)CCCC.[F-]>CN(C=O)C>[C:23]([O:22][C:20]([N:18]1[CH2:19][C:12]2[C:11]([O:10][C:6]3[CH:5]=[C:4]4[C:9](=[CH:8][CH:7]=3)[N:1]([C:36](=[O:35])[NH:37][C:38]3[CH:42]=[C:41]([C:43]5([CH2:46][OH:47])[CH2:44][CH2:45]5)[O:40][N:39]=3)[CH:2]=[CH:3]4)=[N:16][CH:15]=[N:14][C:13]=2[CH2:17]1)=[O:21])([CH3:26])([CH3:25])[CH3:24] |f:1.2,4.5|. Reported procedure: To a solution of tert-butyl 4-(1H-indol-5-yloxy)-5H-pyrrolo[3,4-d]pyrimidine-6(7 H)-carboxylate (2 g, 5.68 mmol) in DMF (50 mL), at 0° C., NaH (0.681 g, 17.0 mmol) and {5-[1-(tert-Butyl-dimethyl-silanyloxymethyl)-cyclopropyl]-isoxazol-3-yl}-carbamic acid phenyl ester (3.09 g, 7.95 mmol) are added. After 1 h the reaction is complete. After quenching with water, the organics are extracted with EtOAc and the fractions combined, dried and evaporated. The crude product is dissolved in THF (10 mL) at ...